The task is: describe an organic reaction: reactants, conditions, products, and yield. This data is from the Open Reaction Database (ORD), a public repository of structured organic reaction records. Starting materials: ClC=1OC2=C(N1)C=C(C=C2)[N+](=O)[O-] (2-chloro-5-nitrobenzo[d]oxazole), C(CCC)[Sn](C=1SC=CC1)(CCCC)CCCC (2-(tributylstannyl)-thiophene), C(C)(=O)OCC (Ethyl acetate). The reagents and catalysts are C=1C=CC(=CC1)[P](C=2C=CC=CC2)(C=3C=CC=CC3)[Pd]([P](C=4C=CC=CC4)(C=5C=CC=CC5)C=6C=CC=CC6)([P](C=7C=CC=CC7)(C=8C=CC=CC8)C=9C=CC=CC9)[P](C=1C=CC=CC1)(C=1C=CC=CC1)C=1C=CC=CC1 (tetrakis(triphenylphosphine)palladium). Run in O1CCOCC1 (dioxane). Run at temperature 100 celsius. Product: [N+](=O)([O-])C=1C=CC2=C(N=C(O2)C=2SC=CC2)C1 (5-Nitro-2-(thiophen-2-yl)benzo[d]oxazole). Isolated yield 0.6%. As a reaction SMILES: Cl[C:2]1[O:3][C:4]2[CH:10]=[CH:9][C:8]([N+:11]([O-:13])=[O:12])=[CH:7][C:5]=2[N:6]=1.C([Sn](CCCC)(CCCC)[C:19]1[S:20][CH:21]=[CH:22][CH:23]=1)CCC.C(OCC)(=O)C>O1CCOCC1.C1C=CC([P]([Pd]([P](C2C=CC=CC=2)(C2C=CC=CC=2)C2C=CC=CC=2)([P](C2C=CC=CC=2)(C2C=CC=CC=2)C2C=CC=CC=2)[P](C2C=CC=CC=2)(C2C=CC=CC=2)C2C=CC=CC=2)(C2C=CC=CC=2)C2C=CC=CC=2)=CC=1>[N+:11]([C:8]1[CH:9]=[CH:10][C:4]2[O:3][C:2]([C:19]3[S:20][CH:21]=[CH:22][CH:23]=3)=[N:6][C:5]=2[CH:7]=1)([O-:13])=[O:12] |^1:47,49,68,87|. Procedure: A mixture of 2-chloro-5-nitrobenzo[d]oxazole (404 mg, 2.04 mmol), 2-(tributylstannyl)-thiophene (648 μL, 2.04 mmol) and tetrakis(triphenylphosphine)palladium (0) (40.8 mg) in dioxane (12.2 mL) was heated at 100° C. for 16 h under nitrogen. Ethyl acetate was added, the organic layer was washed with water, dried over anhydrous MgSO4 and evaporated. The resulting solid was purified by column chromatography eluting with ethyl acetate/hexanes 10:90 v/v, and then purified by reverse phase HPLC to affo... Reactants: Cn1cc(Br)cc(Nc2ccc(C(=O)N3CCOCC3)cn2)c1=O, CN(C)c1ccc2c(c1)CCN(c1cccc(B3OC(C)(C)C(C)(C)O3)c1)C2=O, COCCOC, [Na+], [Na+], O=C([O-])[O-], O, c1ccc(P(c2ccccc2)(c2ccccc2)[Pd](P(c2ccccc2)(c2ccccc2)c2ccccc2)(P(c2ccccc2)(c2ccccc2)c2ccccc2)P(c2ccccc2)(c2ccccc2)c2ccccc2)cc1. The product is CN(C)c1ccc2c(c1)CCN(c1cccc(-c3cc(Nc4ccc(C(=O)N5CCOCC5)cn4)c(=O)n(C)c3)c1)C2=O. RXN SMILES: [Br:1][c:2]1[cH:3][c:4]([NH:10][c:11]2[n:12][cH:13][c:14]([C:17](=[O:18])[N:19]3[CH2:20][CH2:21][O:22][CH2:23][CH2:24]3)[cH:15][cH:16]2)[c:5](=[O:9])[n:6]([CH3:8])[cH:7]1.[CH3:25][N:26]([c:27]1[cH:28][c:29]2[c:34]([cH:35][cH:36]1)[C:33](=[O:37])[N:32]([c:38]1[cH:39][c:40]([B:44]3[O:45][C:46]([CH3:47])([CH3:48])[C:49]([CH3:50])([CH3:51])[O:52]3)[cH:41][cH:42][cH:43]1)[CH2:31][CH2:30]2)[CH3:53].[CH3:60][O:61][CH2:62][CH2:63][O:64][CH3:65].[Na+:54].[Na+:55].[O-:56][C:57](=[O:58])[O-:59].[OH2:66].[cH:67]1[cH:68][cH:69][c:70]([P:71]([Pd:72]([P:73]([c:74]2[cH:75][cH:76][cH:77][cH:78][cH:79]2)([c:80]2[cH:81][cH:82][cH:83][cH:84][cH:85]2)[c:86]2[cH:87][cH:88][cH:89][cH:90][cH:91]2)([P:92]([c:93]2[cH:94][cH:95][cH:96][cH:97][cH:98]2)([c:99]2[cH:100][cH:101][cH:102][cH:103][cH:104]2)[c:105]2[cH:106][cH:107][cH:108][cH:109][cH:110]2)[P:111]([c:112]2[cH:113][cH:114][cH:115][cH:116][cH:117]2)([c:118]2[cH:119][cH:120][cH:121][cH:122][cH:123]2)[c:124]2[cH:125][cH:126][cH:127][cH:128][cH:129]2)([c:130]2[cH:131][cH:132][cH:133][cH:134][cH:135]2)[c:136]2[cH:137][cH:138][cH:139][cH:140][cH:141]2)[cH:142][cH:143]1>>[c:2]1(-[c:40]2[cH:39][c:38]([N:32]3[CH2:31][CH2:30][c:29]4[cH:28][c:27]([N:26]([CH3:25])[CH3:53])[cH:36][cH:35][c:34]4[C:33]3=[O:37])[cH:43][cH:42][cH:41]2)[cH:3][c:4]([NH:10][c:11]2[n:12][cH:13][c:14]([C:17](=[O:18])[N:19]3[CH2:20][CH2:21][O:22][CH2:23][CH2:24]3)[cH:15][cH:16]2)[c:5](=[O:9])[n:6]([CH3:8])[cH:7]1. Reactants: [Si](C1=CC=CC=C1)(C1=CC=CC=C1)(C(C)(C)C)OCC(C)(C)C1=NN(C(=C1)NC(=O)N[C@H]1CC[C@H](C2=CC=CC=C12)OC=1C=CC=2N(C1)C(=NN2)N2[C@H](CCCC2)C)C2=CC(=CC=C2)OCCOC2OCCCC2 (1-[3-(1-{[tert-Butyl(diphenyl)silyl]oxy}-2-methylpropan-2-yl)-1-{3-[2-(tetrahydro-2H-pyran-2-yloxy)ethoxy]phenyl}-1H-pyrazol-5-yl]-3-[(1S,4R)-4-({3-[(2S)-2-methylpiperidin-1-yl][1,2,4]triazolo[4,3-a]pyridin-6-yl}oxy)-1,2,3,4-tetrahydronaphthalen-1-yl]urea), C1(=CC=C(C=C1)S(=O)(=O)[O-])C.[NH+]1=CC=CC=C1 (pyridinium para-toluenesulfonate). Solvent: CO (MeOH). Conditions: temperature 45 celsius, time 19 hour. Yields the product [Si](C1=CC=CC=C1)(C1=CC=CC=C1)(C(C)(C)C)OCC(C)(C)C1=NN(C(=C1)NC(=O)N[C@H]1CC[C@H](C2=CC=CC=C12)OC=1C=CC=2N(C1)C(=NN2)N2[C@H](CCCC2)C)C2=CC(=CC=C2)OCCO (1-{3-(1-{[tert-Butyl(diphenyl)silyl]oxy}-2-methylpropan-2-yl)-1-[3-(2-hydroxyethoxy)phenyl]-1H-pyrazol-5-yl}-3-[(1S,4R)-4-({3-[(2S)-2-methylpiperidin-1-yl][1,2,4]triazolo[4,3-a]pyridin-6-yl}oxy)-1,2,3,4-tetrahydronaphthalen-1-yl]urea). The yield is 75.0%. As a reaction SMILES: [Si:1]([O:18][CH2:19][C:20]([C:23]1[CH:27]=[C:26]([NH:28][C:29]([NH:31][C@@H:32]2[C:41]3[C:36](=[CH:37][CH:38]=[CH:39][CH:40]=3)[C@H:35]([O:42][C:43]3[CH:44]=[CH:45][C:46]4[N:47]([C:49]([N:52]5[CH2:57][CH2:56][CH2:55][CH2:54][C@@H:53]5[CH3:58])=[N:50][N:51]=4)[CH:48]=3)[CH2:34][CH2:33]2)=[O:30])[N:25]([C:59]2[CH:64]=[CH:63][CH:62]=[C:61]([O:65][CH2:66][CH2:67][O:68]C3CCCCO3)[CH:60]=2)[N:24]=1)([CH3:22])[CH3:21])([C:14]([CH3:17])([CH3:16])[CH3:15])([C:8]1[CH:13]=[CH:12][CH:11]=[CH:10][CH:9]=1)[C:2]1[CH:7]=[CH:6][CH:5]=[CH:4][CH:3]=1.C1(C)C=CC(S([O-])(=O)=O)=CC=1.[NH+]1C=CC=CC=1>CO>[Si:1]([O:18][CH2:19][C:20]([C:23]1[CH:27]=[C:26]([NH:28][C:29]([NH:31][C@@H:32]2[C:41]3[C:36](=[CH:37][CH:38]=[CH:39][CH:40]=3)[C@H:35]([O:42][C:43]3[CH:44]=[CH:45][C:46]4[N:47]([C:49]([N:52]5[CH2:57][CH2:56][CH2:55][CH2:54][C@@H:53]5[CH3:58])=[N:50][N:51]=4)[CH:48]=3)[CH2:34][CH2:33]2)=[O:30])[N:25]([C:59]2[CH:64]=[CH:63][CH:62]=[C:61]([O:65][CH2:66][CH2:67][OH:68])[CH:60]=2)[N:24]=1)([CH3:21])[CH3:22])([C:14]([CH3:15])([CH3:17])[CH3:16])([C:8]1[CH:13]=[CH:12][CH:11]=[CH:10][CH:9]=1)[C:2]1[CH:3]=[CH:4][CH:5]=[CH:6][CH:7]=1 |f:1.2|. Procedure: A solution of Intermediate 153g (317 mg, 0.31 mmol) in MeOH (3.1 mL) was treated with pyridinium para-toluenesulfonate (235 mg, 0.93 mmol) and the mixture was stirred at 45° C. for 19 h. The cooled solution was concentrated in vacuo, and the residue was partitioned between DCM and a saturated aqueous sodium bicarbonate solution. The phases were separated and the aqueous layer was extracted with DCM (×2). The combined organic phase was washed with water, a saturated aqueous sodium bicarbonate sol... Starting materials: ClS(=O)(=O)C1=CC=2C3=C(C(NC2C=C1)=O)NC=C3C(=O)O (8-chlorosulfonyl-4-oxo-4,5-dihydro-3H-pyrrolo[2,3-c]quinoline-1-carboxylic acid), OC=1C=C(N)C=CC1 (3-hydroxy-aniline). Yields the product OC=1C=C(C=CC1)NS(=O)(=O)C1=CC=2C3=C(C(NC2C=C1)=O)NC=C3.C(C)C(=O)[O-] (8-(3-hydroxy-phenylsulfamoyl)-4-oxo-4,5-dihydro-3H-pyrrolo[2,3-c]quinoline 1-ethyl carboxylate). Yield: 22.3%. Reaction SMILES: Cl[S:2]([C:5]1[CH:14]=[CH:13][C:12]2[NH:11][C:10](=[O:15])[C:9]3[NH:16][CH:17]=[C:18]([C:19]([OH:21])=[O:20])[C:8]=3[C:7]=2[CH:6]=1)(=[O:4])=[O:3].[OH:22][C:23]1[CH:24]=[C:25]([CH:27]=[CH:28][CH:29]=1)[NH2:26]>>[OH:22][C:23]1[CH:24]=[C:25]([NH:26][S:2]([C:5]2[CH:14]=[CH:13][C:12]3[NH:11][C:10](=[O:15])[C:9]4[NH:16][CH:17]=[CH:18][C:8]=4[C:7]=3[CH:6]=2)(=[O:3])=[O:4])[CH:27]=[CH:28][CH:29]=1.[CH2:18]([C:19]([O-:21])=[O:20])[CH3:17] |f:2.3|. Procedure details: This compound is prepared according to synthesis 25, from 150 mg (0.46 mmol) of 8-chlorosulfonyl-4-oxo-4,5-dihydro-3H-pyrrolo[2,3-c]quinoline-1-carboxylic acid (synthesis 2) and 60 mg (0.55 mmol) of 3-hydroxy-aniline. After purification by chromatography on silica (eluent dichloromethane/methanol 95/5) then trituration in diethyl ether, 22 mg (12%) of 8-(3-hydroxy-phenylsulfamoyl)-4-oxo-4,5-dihydro-3H-pyrrolo[2,3-c]quinoline-1-ethyl carboxylate is obtained in the form of a yellow solid. The reactants are [Br-], CCOC(=O)CCCCC(C=O)Cc1ccc(C#N)cc1, [Li]CCCC, C1CCOC1, CCCCCC, [Cl-], [NH4+], Oc1ccccc1C[P+](c1ccccc1)(c1ccccc1)c1ccccc1. Product: CCOC(=O)CCCCC(C=Cc1ccccc1O)Cc1ccc(C#N)cc1. As a reaction SMILES: [Br-:6].[C:34](#[N:35])[c:36]1[cH:37][cH:38][c:39]([CH2:40][CH:41]([CH2:42][CH2:43][CH2:44][CH2:45][C:46](=[O:47])[O:48][CH2:49][CH3:50])[CH:51]=[O:52])[cH:53][cH:54]1.[CH2:1]([Li:2])[CH2:3][CH2:4][CH3:5].[CH2:63]1[O:64][CH2:65][CH2:66][CH2:67]1.[CH3:57][CH2:58][CH2:59][CH2:60][CH2:61][CH3:62].[Cl-:55].[NH4+:56].[OH:7][c:8]1[c:9]([CH2:10][P+:11]([c:12]2[cH:13][cH:14][cH:15][cH:16][cH:17]2)([c:18]2[cH:19][cH:20][cH:21][cH:22][cH:23]2)[c:24]2[cH:25][cH:26][cH:27][cH:28][cH:29]2)[cH:30][cH:31][cH:32][cH:33]1>>[OH:7][c:8]1[c:9]([CH:10]=[CH:51][CH:41]([CH2:40][c:39]2[cH:38][cH:37][c:36]([C:34]#[N:35])[cH:54][cH:53]2)[CH2:42][CH2:43][CH2:44][CH2:45][C:46](=[O:47])[O:48][CH2:49][CH3:50])[cH:30][cH:31][cH:32][cH:33]1. Starting materials: Cl.C(C1=CC=CC=C1)N1CCC(=C(CC1)C=O)Cl (1-benzyl-4-chloro-5-formyl-2,3,6,7-tetrahydro-1H-azepine hydrochloride), Cl.NO (hydroxylamine hydrochloride). The solvent is C(C)O (ethanol). The product is C(C1=CC=CC=C1)N1CCC(=C(CC1)C=NO)Cl (1-Benzyl-4-chloro-5-hydroxyiminomethyl-2,3,6,7-tetrahydro-1H-azepine). As a reaction SMILES: Cl.[CH2:2]([N:9]1[CH2:15][CH2:14][C:13]([CH:16]=O)=[C:12]([Cl:18])[CH2:11][CH2:10]1)[C:3]1[CH:8]=[CH:7][CH:6]=[CH:5][CH:4]=1.Cl.[NH2:20][OH:21]>C(O)C>[CH2:2]([N:9]1[CH2:15][CH2:14][C:13]([CH:16]=[N:20][OH:21])=[C:12]([Cl:18])[CH2:11][CH2:10]1)[C:3]1[CH:8]=[CH:7][CH:6]=[CH:5][CH:4]=1 |f:0.1,2.3|. Procedure details: Prepared by reacting 1-benzyl-4-chloro-5-formyl-2,3,6,7-tetrahydro-1H-azepine hydrochloride with hydroxylamine hydrochloride in ethanol at 30° C. The reactants are C(C)(C)NC=1N=NC(=CC1)C#C (N-isopropyl-6-ethynylpyridazin-3-amine), IC=1C=C(C(=O)NC2=CC(=C(C=C2)CN2CCN(CC2)C)C(F)(F)F)C=CC1C (3-iodo-4-methyl-N-(4-((4-methylpiperazin-1-yl)methyl)-3-(trifluoromethyl)phenyl)benzamide). The product is C(C)(C)NC1=CC=C(N=N1)C#CC=1C=C(C(=O)NC2=CC(=C(C=C2)CN2CCN(CC2)C)C(F)(F)F)C=CC1C (3-(2-(6-(Isopropylamino)pyridazin-3-yl)ethynyl)-4-methyl-N-(4-((4-methylpiperazin-1-yl)methyl)-3-(trifluoromethyl)phenyl)benzamide). Reaction SMILES: [CH:1]([NH:4][C:5]1[N:6]=[N:7][C:8]([C:11]#[CH:12])=[CH:9][CH:10]=1)([CH3:3])[CH3:2].I[C:14]1[CH:15]=[C:16]([CH:38]=[CH:39][C:40]=1[CH3:41])[C:17]([NH:19][C:20]1[CH:25]=[CH:24][C:23]([CH2:26][N:27]2[CH2:32][CH2:31][N:30]([CH3:33])[CH2:29][CH2:28]2)=[C:22]([C:34]([F:37])([F:36])[F:35])[CH:21]=1)=[O:18]>>[CH:1]([NH:4][C:5]1[N:6]=[N:7][C:8]([C:11]#[C:12][C:39]2[CH:38]=[C:16]([CH:15]=[CH:14][C:40]=2[CH3:41])[C:17]([NH:19][C:20]2[CH:25]=[CH:24][C:23]([CH2:26][N:27]3[CH2:32][CH2:31][N:30]([CH3:33])[CH2:29][CH2:28]3)=[C:22]([C:34]([F:37])([F:36])[F:35])[CH:21]=2)=[O:18])=[CH:9][CH:10]=1)([CH3:3])[CH3:2]. Procedure details: The title compound was synthesized from N-isopropyl-6-ethynylpyridazin-3-amine and 3-iodo-4-methyl-N-(4-((4-methylpiperazin-1-yl)methyl)-3-(trifluoromethyl)phenyl)benzamide in a manner similar to that described for in Example 1. The product was obtained as a pale yellow solid. Mp: 67-68° C.; 1H NMR (300 MHz, CDCl3) δ: 8.97 (1H, s), 8.06 (1H, s), 7.98-8.01 (1H, d, J=9.0 Hz), 7.97 (1H, s), 7.83-7.85 (1H, d, J=6.0 Hz), 7.58-7.60 (1H, d, J=6.0 Hz), 7.30-7.32 (2H, m), 6.61-6.64 (1H, d, J=9.0 Hz), 5.0... Reactants: NC1=CC(=C(C#N)C=C1)S(F)(F)(F)(F)F (4-Amino-2-pentafluorosulfanylbenzonitrile), ClC(Cl)(OC(OC(Cl)(Cl)Cl)=O)Cl (triphosgene), compound 51.1, Cl (hydrochloride), NC(C(=O)OC(C)(C)C)(C)C (tert-butyl 2-amino-2-methylpropionate), Cl (hydrochloric acid). The solvent is O1CCCC1 (tetrahydrofuran), O1CCCC1 (tetrahydrofuran), C(C)N(CC)CC (triethylamine), O (water), C(C)(=O)OCC (ethyl acetate). Conditions: temperature 5 celsius, time 30 minute. Product: CC1(NC(N(C1=O)C1=CC(=C(C#N)C=C1)S(F)(F)(F)(F)F)=O)C (4-(4,4-Dimethyl-2,5-dioxoimidazolidin-1-yl)-2-pentafluorosulfanylbenzonitrile). The yield is 41.0%. Reaction SMILES: [NH2:1][C:2]1[CH:9]=[CH:8][C:5]([C:6]#[N:7])=[C:4]([S:10]([F:15])([F:14])([F:13])([F:12])[F:11])[CH:3]=1.ClC(Cl)(O[C:20](=[O:26])OC(Cl)(Cl)Cl)Cl.Cl.[NH2:29][C:30]([CH3:39])([CH3:38])[C:31](OC(C)(C)C)=[O:32]>O1CCCC1.C(OCC)(=O)C.O.C(N(CC)CC)C>[CH3:38][C:30]1([CH3:39])[C:31](=[O:32])[N:1]([C:2]2[CH:9]=[CH:8][C:5]([C:6]#[N:7])=[C:4]([S:10]([F:15])([F:11])([F:12])([F:13])[F:14])[CH:3]=2)[C:20](=[O:26])[NH:29]1. Reported procedure: To prepare compound 51.1, the procedure may be according to process “A”. 505 mg of amine 51.9 and 227.1 mg of triphosgene were dissolved in 15 ml of dry tetrahydrofuran. At 0° C., over 30 minutes, 0.864 ml of triethylamine in 2.5 ml of tetrahydrofuran was added dropwise and then the mixture was stirred at 5° C. for a further 10 minutes. 404.7 mg of the hydrochloride of tert-butyl 2-amino-2-methylpropionate were added, and the mixture was allowed to warm to room temperature and stirred at room te... Starting materials: [OH-].[Na+] (NaOH), COC(C1=CC(C(=O)N(CCC)C)=CC(=C1)C=1SC=CN1)=O (N-Methyl-N-propyl-5-thiazol-2-yl-isophthalamic acid methyl ester), Cl (HCl). Run in CO (methanol). Run at time 8 hour. Yields the product CN(C(C=1C=C(C(=O)O)C=C(C1)C=1SC=CN1)=O)CCC (N-Methyl-N-propyl-5-thiazol-2-yl-isophthalamic acid). As a reaction SMILES: C[O:2][C:3](=[O:22])[C:4]1[CH:16]=[C:15]([C:17]2[S:18][CH:19]=[CH:20][N:21]=2)[CH:14]=[C:6]([C:7]([N:9]([CH3:13])[CH2:10][CH2:11][CH3:12])=[O:8])[CH:5]=1.[OH-].[Na+].Cl>CO>[CH3:13][N:9]([CH2:10][CH2:11][CH3:12])[C:7](=[O:8])[C:6]1[CH:5]=[C:4]([CH:16]=[C:15]([C:17]2[S:18][CH:19]=[CH:20][N:21]=2)[CH:14]=1)[C:3]([OH:22])=[O:2] |f:1.2|. Procedure: Dissolve N-Methyl-N-propyl-5-thiazol-2-yl-isophthalamic acid methyl ester (150 mg, 0.47 mmol) in methanol (6 mL). Add dropwise 2 N NaOH (0.3 mL) and stir overnight at room temperature. Acidify the mixture to about pH=6 by 5 N HCl and concentrate to near dryness. Dilute with ethyl acetate (20 mL) and wash the organic layer with saturated aqueous sodium chloride solution, dry (magnesium sulfate) and concentrate to give the title compound as an oil.